This data is from the Open Reaction Database (ORD), a public repository of structured organic reaction records. The task is: describe an organic reaction: reactants, conditions, products, and yield Starting materials: C[Si](C)(C)CCOCn1c(-c2ccc(OCc3ccccc3)cc2)cc2c(Oc3ccc(NC(=O)NC4CC4)c(Cl)c3)ncnc21, CCCC[N+](CCCC)(CCCC)CCCC, [F-], C1CCOC1, O. Yields the product O=C(Nc1ccc(Oc2ncnc3[nH]c(-c4ccc(OCc5ccccc5)cc4)cc23)cc1Cl)NC1CC1. As a reaction SMILES: [CH2:1]([c:2]1[cH:3][cH:4][cH:5][cH:6][cH:7]1)[O:8][c:9]1[cH:10][cH:11][c:12](-[c:15]2[cH:16][c:17]3[c:18]([n:19][cH:20][n:21][c:22]3[O:23][c:24]3[cH:25][c:26]([Cl:37])[c:27]([NH:30][C:31](=[O:32])[NH:33][CH:34]4[CH2:35][CH2:36]4)[cH:28][cH:29]3)[n:38]2[CH2:39][O:40][CH2:41][CH2:42][Si:43]([CH3:44])([CH3:45])[CH3:46])[cH:13][cH:14]1.[CH3:54][CH2:55][CH2:56][CH2:57][N+:58]([CH2:59][CH2:60][CH2:61][CH3:62])([CH2:63][CH2:64][CH2:65][CH3:66])[CH2:67][CH2:68][CH2:69][CH3:70].[F-:53].[O:48]1[CH2:49][CH2:50][CH2:51][CH2:52]1.[OH2:47]>>[CH2:1]([c:2]1[cH:3][cH:4][cH:5][cH:6][cH:7]1)[O:8][c:9]1[cH:10][cH:11][c:12](-[c:15]2[cH:16][c:17]3[c:18]([n:19][cH:20][n:21][c:22]3[O:23][c:24]3[cH:25][c:26]([Cl:37])[c:27]([NH:30][C:31](=[O:32])[NH:33][CH:34]4[CH2:35][CH2:36]4)[cH:28][cH:29]3)[nH:38]2)[cH:13][cH:14]1. Starting materials: NC1CCN(CCc2ccccc2)C1, O=C(O)Cc1ccccc1-c1ccccn1. Yields the product O=C(Cc1ccccc1-c1ccccn1)NC1CCN(CCc2ccccc2)C1. RXN SMILES: [NH2:17][CH:18]1[CH2:19][N:20]([CH2:23][CH2:24][c:25]2[cH:26][cH:27][cH:28][cH:29][cH:30]2)[CH2:21][CH2:22]1.[n:1]1[c:2](-[c:7]2[c:8]([CH2:13][C:14](=[O:15])[OH:16])[cH:9][cH:10][cH:11][cH:12]2)[cH:3][cH:4][cH:5][cH:6]1>>[n:1]1[c:2](-[c:7]2[c:8]([CH2:13][C:14](=[O:16])[NH:17][CH:18]3[CH2:19][N:20]([CH2:23][CH2:24][c:25]4[cH:26][cH:27][cH:28][cH:29][cH:30]4)[CH2:21][CH2:22]3)[cH:9][cH:10][cH:11][cH:12]2)[cH:3][cH:4][cH:5][cH:6]1. Starting materials: [OH-].[Li+] (Lithium hydroxide), O=S1(CC(CN(C2=C1C=C(C(=C2)Br)OC(C(=O)OCC)C2=CC=CC=C2)C2=CC=CC=C2)(CC)CCCC)=O (1,1-dioxo-3-butyl-3-ethyl-5-phenyl-7-bromo-8-[1′-phenyl-1′-ethoxycarbonylmethoxy]-2,3,4,5-tetrahydro-1,5-benzothiazepine). Solvent: C1CCOC1.O (THF H2O). The product is O=S1(CC(CN(C2=C1C=C(C(=C2)Br)OC(C(=O)O)C2=CC=CC=C2)C2=CC=CC=C2)(CC)CCCC)=O (1,1-Dioxo-3-butyl-3-ethyl-5-phenyl-7-bromo-8-[1′-phenyl-1′-carboxymethoxy]-2,3,4,5-tetrahydro-1,5-benzothiazepine). Yield: 92.3%. RXN SMILES: [OH-].[Li+].[O:3]=[S:4]1(=[O:41])[C:10]2[CH:11]=[C:12]([O:16][CH:17]([C:23]3[CH:28]=[CH:27][CH:26]=[CH:25][CH:24]=3)[C:18]([O:20]CC)=[O:19])[C:13]([Br:15])=[CH:14][C:9]=2[N:8]([C:29]2[CH:34]=[CH:33][CH:32]=[CH:31][CH:30]=2)[CH2:7][C:6]([CH2:37][CH2:38][CH2:39][CH3:40])([CH2:35][CH3:36])[CH2:5]1>C1COCC1.O>[O:41]=[S:4]1(=[O:3])[C:10]2[CH:11]=[C:12]([O:16][CH:17]([C:23]3[CH:28]=[CH:27][CH:26]=[CH:25][CH:24]=3)[C:18]([OH:20])=[O:19])[C:13]([Br:15])=[CH:14][C:9]=2[N:8]([C:29]2[CH:34]=[CH:33][CH:32]=[CH:31][CH:30]=2)[CH2:7][C:6]([CH2:37][CH2:38][CH2:39][CH3:40])([CH2:35][CH3:36])[CH2:5]1 |f:0.1,3.4|. Procedure: Lithium hydroxide (0.019 g) was added to a solution of 1,1-dioxo-3-butyl-3-ethyl-5-phenyl-7-bromo-8-[1′-phenyl-1′-ethoxycarbonylmethoxy]-2,3,4,5-tetrahydro-1,5-benzothiazepine (Method 3; 0.244 g, 0.397 mmol) in THF/H2O (2/1, 3 ml). After 2 days the solvent was removed under reduced pressure and the crude mixture was purified by HPLC to give the title compound 0.215 g (92%) as a white solid. NMR (CD3OD) 0.60–0.80 (m, 6H), 0.90–1.25 (m, 4H), 1.30–1.60 (m, 4H), 3.05–3.30 (m, 2H), 3.40–3.90 (m, 2H),... The reactants are 1,2-dideoxy-galactonojirimycin, C1CN[C@@H]([C@H]([C@@H]1O)O)CO (fagomine), C1[C@@H]([C@H]([C@H]([C@H](N1)CO)O)O)O (1-Deoxygalactonojirimycin), N-benzyloxycarbonyl, C1[C@@H]([C@H]([C@@H]([C@H](N1)CO)O)O)O (DNJ). Yields the product 1-Deoxy-3-epi-nojirimycin, C1[C@@H]([C@H]([C@@H]([C@H](N1)CO)O)O)O (DNJ), C([C@@H]1[C@H]([C@@H]([C@H]([C@H](N1)CO)O)O)O)O (α-Homonojirimycin), C([C@@H]1[C@H](C([C@@H]([C@H](N1)CO)O)O)O)O (α-homomannojirimycin), C([C@@H]1[C@H](C([C@H]([C@H](N1)CO)O)O)O)O (α-homoallonojirimycin). Reaction SMILES: [CH2:1]1[NH:6][C@H:5]([CH2:7][OH:8])[C@@H:4]([OH:9])[C@H:3]([OH:10])[C@H:2]1[OH:11].[CH2:12]1[NH:17][C@H:16]([CH2:18][OH:19])[C@H:15]([OH:20])[C@H:14]([OH:21])[C@H:13]1[OH:22].C1[C@@H:28]([OH:29])[C@H](O)[C@@H](CO)NC1>>[CH2:1]1[NH:6][C@H:5]([CH2:7][OH:8])[C@@H:4]([OH:9])[C@H:3]([OH:10])[C@H:2]1[OH:11].[CH2:28]([OH:29])[C@H:12]1[NH:17][C@H:16]([CH2:18][OH:19])[C@H:15]([OH:20])[C@@H:14]([OH:21])[C@@H:13]1[OH:22].[CH2:18]([OH:19])[C@H:1]1[NH:6][C@H:5]([CH2:7][OH:8])[C@@H:4]([OH:9])[CH:3]([OH:10])[C@@H:2]1[OH:11].[CH2:18]([OH:19])[C@H:1]1[NH:6][C@H:5]([CH2:7][OH:8])[C@H:4]([OH:9])[CH:3]([OH:10])[C@@H:2]1[OH:11]. Procedure details: 1-deoxynojirimycin (DNJ) (1) was isolated from the roots of Morus alba (Moraceae) as described previously (28). 1-Deoxymannojirimycin (manno-DNJ) (2) and 1-deoxy-3,4-diepi-nojirimycin (gulo-DNJ) (5) have been recently isolated from the barks of Angylocalyx pynaertii (Leguminosae). 1-Deoxy-3-epi-nojirimycin (allo-DNJ) (3) was prepared by the microbial redox reaction at C-3 of the N-benzyloxycarbonyl derivative of DNJ as described previously (29) 1-Deoxygalactonojirimycin (DGJ) (4) and 1,2-dideoxy... The reactants are CN(C1(CCCC1)C(=O)OCC)C1=C(C(=NC(=C1F)F)F)F (4-(N-methyl-N-(1-ethoxycarbonylcyclopent-1-yl)amino)-2,3,5,6-tetrafluoropyridine), C(C1=CC=CC=C1)OC1=C(C=C(C=C1)C#N)O (2-benzyloxy-5-cyanophenol), C([O-])([O-])=O.[Cs+].[Cs+] (cesium carbonate), resultant mixture, O (water). The solvent is C(C)#N (acetonitrile), C(C)(=O)OCC (ethyl acetate). The product is C(C1=CC=CC=C1)OC1=C(C=C(C#N)C=C1)OC1=NC(=C(C(=C1F)N(C1(CCCC1)C(=O)OCC)C)F)F (4-benzyloxy-3-[(4-(N-methyl-N-(1-ethoxycarbonylcyclopent-1-yl)amino)-3,5,6-trifluoropyridin-2-yl)oxy]benzonitrile). Isolated yield 59.1%. RXN SMILES: [CH3:1][N:2]([C:13]1[C:18]([F:19])=[C:17](F)[N:16]=[C:15]([F:21])[C:14]=1[F:22])[C:3]1([C:8]([O:10][CH2:11][CH3:12])=[O:9])[CH2:7][CH2:6][CH2:5][CH2:4]1.[CH2:23]([O:30][C:31]1[CH:36]=[CH:35][C:34]([C:37]#[N:38])=[CH:33][C:32]=1[OH:39])[C:24]1[CH:29]=[CH:28][CH:27]=[CH:26][CH:25]=1.C(=O)([O-])[O-].[Cs+].[Cs+].O>C(#N)C.C(OCC)(=O)C>[CH2:23]([O:30][C:31]1[CH:36]=[CH:35][C:34]([C:37]#[N:38])=[CH:33][C:32]=1[O:39][C:17]1[C:18]([F:19])=[C:13]([N:2]([CH3:1])[C:3]2([C:8]([O:10][CH2:11][CH3:12])=[O:9])[CH2:7][CH2:6][CH2:5][CH2:4]2)[C:14]([F:22])=[C:15]([F:21])[N:16]=1)[C:24]1[CH:25]=[CH:26][CH:27]=[CH:28][CH:29]=1 |f:2.3.4|. Procedure details: To a solution of 4-(N-methyl-N-(1-ethoxycarbonylcyclopent-1-yl)amino)-2,3,5,6-tetrafluoropyridine (0.89 g, 2.8 mmol) in acetonitrile (30 mL) was added 2-benzyloxy-5-cyanophenol (0.63 g, 2.8 mmol) and cesium carbonate (1.2 g, 3.6 mmol). The resultant mixture was stirred at 60° C. for 1 day. The mixture was then cooled to ambient temperature and poured into 100 mL of water and 100 mL of ethyl acetate. The aqueous layer was separated and extracted with another 100 mL of ethyl acetate. The combined ... Reactants: CCCc1c(OCc2ccc(C(O)c3cccc(C#N)c3)cc2)ccc(C(C)=O)c1O, CCN(CC)S(F)(F)F, ClCCl. Yields the product CCCc1c(OCc2ccc(C(F)c3cccc(C#N)c3)cc2)ccc(C(C)=O)c1O. RXN SMILES: [C:1]([CH3:2])(=[O:3])[c:4]1[c:5]([OH:31])[c:6]([CH2:28][CH2:29][CH3:30])[c:7]([O:8][CH2:9][c:10]2[cH:11][cH:12][c:13]([CH:16]([c:17]3[cH:18][c:19]([C:20]#[N:21])[cH:22][cH:23][cH:24]3)[OH:25])[cH:14][cH:15]2)[cH:26][cH:27]1.[CH2:32]([N:33]([S:34]([F:35])([F:36])[F:38])[CH2:37][CH3:39])[CH3:40].[Cl:41][CH2:42][Cl:43]>>[C:1]([CH3:2])(=[O:3])[c:4]1[c:5]([OH:31])[c:6]([CH2:28][CH2:29][CH3:30])[c:7]([O:8][CH2:9][c:10]2[cH:11][cH:12][c:13]([CH:16]([c:17]3[cH:18][c:19]([C:20]#[N:21])[cH:22][cH:23][cH:24]3)[F:38])[cH:14][cH:15]2)[cH:26][cH:27]1. The reactants are CS(C)=O, CN1CCNCC1, Cc1ccccc1, Cl, Cn1nc2c(n1)C(N)=Nc1cc(Cl)c(Cl)cc1N2. The product is CN1CCN(C2=Nc3cc(Cl)c(Cl)cc3Nc3nn(C)nc32)CC1. As a reaction SMILES: [CH3:20][S:21]([CH3:22])=[O:23].[CH3:24][N:25]1[CH2:26][CH2:27][NH:28][CH2:29][CH2:30]1.[CH3:31][c:32]1[cH:33][cH:34][cH:35][cH:36][cH:37]1.[ClH:1].[NH2:2][C:3]1=[N:9][c:8]2[c:7]([cH:13][c:12]([Cl:14])[c:11]([Cl:15])[cH:10]2)[NH:6][c:5]2[c:4]1[n:18][n:17]([CH3:19])[n:16]2>>[N:2]1([C:3]2=[N:9][c:8]3[c:7]([cH:13][c:12]([Cl:14])[c:11]([Cl:15])[cH:10]3)[NH:6][c:5]3[c:4]2[n:18][n:17]([CH3:19])[n:16]3)[CH2:27][CH2:26][N:25]([CH3:24])[CH2:30][CH2:29]1. Starting materials: N, N-dicyclohexylcarbodiimide, C(C)NC([C@H]1NCCC1)=O (proline ethylamide), C(C1=CC=CC=C1)OC(=O)N[C@@H](C)C(=O)O (benzyloxycarbonyl alanine), CN(C=O)C (dimethylformamide), O1CCCC1 (tetrahydrofuran). Product: C1(CCCCC1)N(C(=O)N)C1CCCCC1 (N, N-dicyclohexylurea). Run at temperature 0 celsius, time 1 hour. RXN SMILES: [CH2:1]([NH:3][C:4](=O)[C@@H:5]1[CH2:9][CH2:8][CH2:7]N1)[CH3:2].[CH2:11](OC(N[C@H](C(O)=O)C)=O)[C:12]1C=CC=[CH:14][CH:13]=1.C[N:28](C)[CH:29]=[O:30].O1CCC[CH2:33]1>>[CH:4]1([N:3]([CH:1]2[CH2:2][CH2:14][CH2:13][CH2:12][CH2:11]2)[C:29]([NH2:28])=[O:30])[CH2:5][CH2:9][CH2:8][CH2:7][CH2:33]1. Reported procedure: 9.0 grams of N, N-dicyclohexylcarbodiimide was added to a solution of 5.6 grams of proline ethylamide and 9.0 grams of benzyloxycarbonyl alanine in a mixture of 5 ml. of dimethylformamide and 60 ml. of tetrahydrofuran cooled to -5 degrees C. After 1 hour of stirring at 0 degrees C., the reaction mixture was permitted to stand for 12 hours at room temperature, so resulting in the separation of N, N-dicyclohexylurea which was filtered off. The filtrate was evaporated; the evaporation residue disso... The reactants are NC(=O)CBr, O=C([O-])[O-], CCCC[N+](CCCC)(CCCC)CCCC, CN(C)C=O, [Cs+], [Cs+], [I-], CCCC1(CCC)C(=O)C(C2=NS(=O)(=O)c3cc(O)ccc3N2)=C(O)c2ccccc21, O=C(O)CC(O)(CC(=O)O)C(=O)O. The product is CCCC1(CCC)C(=O)C(C2=NS(=O)(=O)c3cc(OCC(N)=O)ccc3N2)=C(O)c2ccccc21. Reaction SMILES: [Br:32][CH2:33][C:34](=[O:35])[NH2:36].[C:37](=[O:38])([O-:39])[O-:40].[CH2:57]([N+:58]([CH2:59][CH2:60][CH2:61][CH3:62])([CH2:63][CH2:64][CH2:65][CH3:66])[CH2:67][CH2:68][CH2:69][CH3:70])[CH2:71][CH2:72][CH3:73].[CH3:74][N:75]([CH3:76])[CH:77]=[O:78].[Cs+:41].[Cs+:42].[I-:56].[OH:1][C:2]1=[C:3]([C:19]2=[N:20][S:21](=[O:30])(=[O:31])[c:22]3[c:23]([cH:25][cH:26][c:27]([OH:29])[cH:28]3)[NH:24]2)[C:4](=[O:18])[C:5]([CH2:12][CH2:13][CH3:14])([CH2:15][CH2:16][CH3:17])[c:6]2[cH:7][cH:8][cH:9][cH:10][c:11]21.[OH:43][C:44]([CH2:45][C:46]([C:47](=[O:48])[OH:49])([CH2:50][C:51](=[O:52])[OH:53])[OH:54])=[O:55]>>[OH:1][C:2]1=[C:3]([C:19]2=[N:20][S:21](=[O:30])(=[O:31])[c:22]3[c:23]([cH:25][cH:26][c:27]([O:29][CH2:33][C:34](=[O:35])[NH2:36])[cH:28]3)[NH:24]2)[C:4](=[O:18])[C:5]([CH2:12][CH2:13][CH3:14])([CH2:15][CH2:16][CH3:17])[c:6]2[cH:7][cH:8][cH:9][cH:10][c:11]21.